This data is from the Open Reaction Database (ORD), a public repository of structured organic reaction records. The task is: describe an organic reaction: reactants, conditions, products, and yield Reactants: CCOC(=O)c1c(-c2cccc(C)n2)nn2c1CCC2, CCO, [Na+], [OH-]. Yields the product Cc1cccc(-c2nn3c(c2C(=O)O)CCC3)n1. Reaction SMILES: [CH2:1]([CH3:2])[O:3][C:4](=[O:5])[c:6]1[c:7]2[n:8]([n:9][c:10]1-[c:11]1[n:12][c:13]([CH3:17])[cH:14][cH:15][cH:16]1)[CH2:18][CH2:19][CH2:20]2.[CH3:23][CH2:24][OH:25].[Na+:22].[OH-:21]>>[O:3]=[C:4]([OH:5])[c:6]1[c:7]2[n:8]([n:9][c:10]1-[c:11]1[n:12][c:13]([CH3:17])[cH:14][cH:15][cH:16]1)[CH2:18][CH2:19][CH2:20]2. The reactants are BrC1=C(C=C(C=C1)C(C(O)O)=O)F (1-(4-bromo-3-fluorophenyl)-2,2-dihydroxyethanone), FC1=C(C(=O)NC[C@@H](C)O)C=CC(=C1)C=1C=NC=2N(N1)C(=CN2)CC=2C=C1C=CC=NC1=CC2 (2-Fluoro-N-[(2R)-2-hydroxypropyl]-4-[7-(quinolin-6-ylmethyl)imidazo[1,2-b][1,2,4]-triazin-2-yl]benzamide), FC1=C(C(=O)NC[C@@H](C)O)C=CC(=C1)C=1C=NC=2N(N1)C(=CN2)CC=2C=C1C=CC=NC1=CC2 (2-Fluoro-N-[(2R)-2-hydroxypropyl]-4-[7-(quinolin-6-ylmethyl)imidazo[1,2-b][1,2,4]-triazin-2-yl]benzamide), C(OCC)([O-])[O-] (ethyl orthoformate), C1(=CC=C(C=C1)S(=O)(=O)O)C (p-toluenesulfonic acid). The solvent is C1(=CC=CC=C1)C (toluene), C(C)(=O)OCC (ethyl acetate). Product: BrC1=C(C=C(C=C1)C(C(OCC)OCC)=O)F (1-(4-Bromo-3-fluorophenyl)-2,2-diethoxyethanone). Reaction SMILES: [Br:1][C:2]1[CH:7]=[CH:6][C:5]([C:8](=[O:12])[CH:9]([OH:11])[OH:10])=[CH:4][C:3]=1[F:13].F[C:15]1C=C(C2C=NC3N(C(CC4C=C5C(=CC=4)N=CC=C5)=CN=3)N=2)C=C[C:16]=1C(NC[C@H](O)C)=O.C([O-])([O-])O[CH2:50][CH3:51].C1(C)C=CC(S(O)(=O)=O)=CC=1>C1(C)C=CC=CC=1.C(OCC)(=O)C>[Br:1][C:2]1[CH:7]=[CH:6][C:5]([C:8](=[O:12])[CH:9]([O:10][CH2:50][CH3:51])[O:11][CH2:15][CH3:16])=[CH:4][C:3]=1[F:13]. Reported procedure: To a mixture of 1-(4-bromo-3-fluorophenyl)-2,2-dihydroxyethanone and 4-bromo-3-fluorophenyl)(oxo)acetaldehyde (crude product from Step 3, 7.0 g, 28 mmol) in toluene (50 mL) was added ethyl orthoformate (12 mL, 70 mmol) and p-toluenesulfonic acid (200 mg, 1 mmol). The reaction mixture was refluxed for 4 h. The reaction mixture was cooled to RT, diluted with ethyl acetate, washed with aqueous sodium bicarbonate, water, brine, and dried over magnesium sulfate. Concentration under reduced pressure g... Starting materials: COC(=O)CNC(=O)c1ccc(OCc2ccccc2)cc1OCc1ccccc1, CO, [Na+], [OH-]. Yields the product O=C(O)CNC(=O)c1ccc(OCc2ccccc2)cc1OCc1ccccc1. Reaction SMILES: [CH2:1]([c:2]1[cH:3][cH:4][cH:5][cH:6][cH:7]1)[O:8][c:9]1[c:10]([C:11](=[O:12])[NH:13][CH2:14][C:15](=[O:16])[O:17][CH3:18])[cH:19][cH:20][c:21]([O:23][CH2:24][c:25]2[cH:26][cH:27][cH:28][cH:29][cH:30]2)[cH:22]1.[CH3:33][OH:34].[Na+:32].[OH-:31]>>[CH2:1]([c:2]1[cH:3][cH:4][cH:5][cH:6][cH:7]1)[O:8][c:9]1[c:10]([C:11](=[O:12])[NH:13][CH2:14][C:15](=[O:16])[OH:17])[cH:19][cH:20][c:21]([O:23][CH2:24][c:25]2[cH:26][cH:27][cH:28][cH:29][cH:30]2)[cH:22]1. Starting materials: O (water), ClC1=CN=CC(=N1)C(=O)O (6-chloro-pyrazine-2-carboxylic acid), FC=1C=C2CCNC2=CC1 (5-fluoro-2,3-dihydro-1H-indole), TEA, CN(C)C(=[N+](C)C)ON1C2=C(C=CC=C2)N=N1.[B-](F)(F)(F)F (TBTU). Run in CN(C)C=O (DMF). Run at time 1 hour. Yields the product ClC1=CN=CC(=N1)C(=O)N1CCC2=CC(=CC=C12)F ((6-chloro-pyrazin-2-yl)-(5-fluoro-2,3-dihydro-indol-1-yl)-methanone). As a reaction SMILES: [Cl:1][C:2]1[N:7]=[C:6]([C:8]([OH:10])=O)[CH:5]=[N:4][CH:3]=1.[F:11][C:12]1[CH:13]=[C:14]2[C:18](=[CH:19][CH:20]=1)[NH:17][CH2:16][CH2:15]2.CN(C(ON1N=NC2C=CC=CC1=2)=[N+](C)C)C.[B-](F)(F)(F)F.O>CN(C=O)C>[Cl:1][C:2]1[N:7]=[C:6]([C:8]([N:17]2[C:18]3[C:14](=[CH:13][C:12]([F:11])=[CH:20][CH:19]=3)[CH2:15][CH2:16]2)=[O:10])[CH:5]=[N:4][CH:3]=1 |f:2.3|. Procedure details: 0.18 g (1.1 mmol) 6-chloro-pyrazine-2-carboxylic acid, 0.15 g (1.1 mmol) 5-fluoro-2,3-dihydro-1H-indole, 0.31 mL (2.2 mmol) TEA in 3.0 mL DMF were mixed with 0.39 g (1.2 mmol) TBTU and stirred for 1 h at RT. The reaction mixture was mixed with water and stirred for 5 min. The precipitated solid was filtered, washed with water and dried. Starting materials: C(C=C)OC(=O)N1C[C@H](C[C@H]1C(C1=CN2C(S1)=CN=C2)O)SC=2[C@@H]([C@H]1N(C2C(=O)OCC=C)C([C@@H]1[C@@H](C)O)=O)C (allyl(1R,5S,6S)-2-[(3S,5S)-1-allyloxycarbonyl-5-[1-hydroxy-1-(imidazo[5,1-b]thiazol-2-yl)methyl]pyrrolidin-3-yl]thio-6-((1R)-1-hydroxyethyl)-1-methylcarbapen-2-em-3-carboxylate), CNC1=CC=CC=C1 (N-methylaniline), C(C)(=O)OCC (Ethyl acetate). Procedure: Tetrakis(triphenylphosphine)palladium(0) (30.7 mg) is added to a solution of 51.6 mg of allyl(1R,5S,6S)-2-[(3S,5S)-1-allyloxycarbonyl-5-[1-hydroxy-1-(imidazo[5,1-b]thiazol-2-yl)methyl]pyrrolidin-3-yl]thio-6-((1R)-1-hydroxyethyl)-1-methylcarbapen-2-em-3-carboxylate (stereoisomer B) described in Example 16-a) and 0.057 ml of N-methylaniline in a mixture of 2.0 ml of dry dichloromethane and 0.5 ml of DMF, and the mixture is stirred in an argon atmosphere at room temperature for 1.5 hr. Ethyl acetat... As a reaction SMILES: C(OC([N:7]1[C@H:11]([CH:12]([OH:21])[C:13]2[S:17][C:16]3=[CH:18][N:19]=[CH:20][N:15]3[CH:14]=2)[CH2:10][C@H:9]([S:22][C:23]2[C@H:24]([CH3:40])[C@@H:25]3[C@@H:35]([C@H:36]([OH:38])[CH3:37])[C:34](=[O:39])[N:26]3[C:27]=2[C:28]([O:30]CC=C)=[O:29])[CH2:8]1)=O)C=C.CNC1C=CC=CC=1.C(OCC)(=O)C>ClCCl.CN(C=O)C.C1C=CC([P]([Pd]([P](C2C=CC=CC=2)(C2C=CC=CC=2)C2C=CC=CC=2)([P](C2C=CC=CC=2)(C2C=CC=CC=2)C2C=CC=CC=2)[P](C2C=CC=CC=2)(C2C=CC=CC=2)C2C=CC=CC=2)(C2C=CC=CC=2)C2C=CC=CC=2)=CC=1>[OH:38][C@@H:36]([C@H:35]1[C:34](=[O:39])[N:26]2[C:27]([C:28]([OH:30])=[O:29])=[C:23]([S:22][C@H:9]3[CH2:10][C@@H:11]([CH:12]([OH:21])[C:13]4[S:17][C:16]5=[CH:18][N:19]=[CH:20][N:15]5[CH:14]=4)[NH:7][CH2:8]3)[C@H:24]([CH3:40])[C@H:25]12)[CH3:37] |^1:66,68,87,106|. Run at time 1.5 hour. Run in ClCCl (dichloromethane), CN(C)C=O (DMF). Yields the product O[C@H](C)[C@@H]1[C@@H]2N(C(=C([C@@H]2C)S[C@@H]2CN[C@@H](C2)C(C2=CN3C(S2)=CN=C3)O)C(=O)O)C1=O ((1R,5S,6S)-6-((1R)-1-Hydroxyethyl)-2-[(3S,5S)-5-[1-hydroxy-1-(imidazo[5,1-b]thiazol-2-yl)methyl]pyrrolidin-3-yl]thio-1-methylcarbapen-2-em-3-carboxylic acid). The yield is 2.0%. Reagents/catalysts: C=1C=CC(=CC1)[P](C=2C=CC=CC2)(C=3C=CC=CC3)[Pd]([P](C=4C=CC=CC4)(C=5C=CC=CC5)C=6C=CC=CC6)([P](C=7C=CC=CC7)(C=8C=CC=CC8)C=9C=CC=CC9)[P](C=1C=CC=CC1)(C=1C=CC=CC1)C=1C=CC=CC1 (Tetrakis(triphenylphosphine)palladium(0)).